The task is: describe an organic reaction: reactants, conditions, products, and yield. This data is from the Open Reaction Database (ORD), a public repository of structured organic reaction records. The reactants are BrCCCCCCCCCCCBr, CC(C)CCBr, Cl[Cu]Cl, [Li], [Mg], C1CCOC1. The product is CC(C)CCCCCCCCCCCCCBr. Reaction SMILES: [Br:8][CH2:9][CH2:10][CH2:11][CH2:12][CH2:13][CH2:14][CH2:15][CH2:16][CH2:17][CH2:18][CH2:19][Br:20].[CH3:1][CH:2]([CH2:3][CH2:4][Br:5])[CH3:6].[Cu:21]([Cl:22])[Cl:23].[Li:24].[Mg:7].[O:25]1[CH2:26][CH2:27][CH2:28][CH2:29]1>>[CH3:1][CH:2]([CH2:3][CH2:4][CH2:19][CH2:18][CH2:17][CH2:16][CH2:15][CH2:14][CH2:13][CH2:12][CH2:11][CH2:10][CH2:9][Br:8])[CH3:6]. The solvent is CN(C=O)C (dimethylformamide). Reactants: NC1=C(N=C(S1)C=1C=NC(=CC1)N1CCOCC1)C(=O)O (5-Amino-2-(6-morpholin-4-ylpyridin-3-yl)-1,3-thiazole-4-carboxylic acid), [Cl-].[NH4+] (ammonium chloride), C(C)(C)N(CC)C(C)C (Diisopropylethylamine), ON1N=NC2=C1C=CC=C2 (1-hydroxybenzotriazole), Cl.C(C)N=C=NCCCN(C)C (1-ethyl-3-(3-dimethylaminopropyl)carbodiimide hydrochloride). Yields the product NC1=C(N=C(S1)C=1C=NC(=CC1)N1CCOCC1)C(=O)N (5-Amino-2-(6-morpholin-4-ylpyridin-3-yl)-1,3-thiazole-4-carboxamide). Procedure details: 5-Amino-2-(6-morpholin-4-ylpyridin-3-yl)-1,3-thiazole-4-carboxylic acid (310 mg, 1.01 mmol), 1-hydroxybenzotriazole (310 mg, 2.02 mmol), 1-ethyl-3-(3-dimethylaminopropyl)carbodiimide hydrochloride (388 mg, 2.02 mmol), and ammonium chloride (271 mg, 5.06 mmol) were taken up in dimethylformamide (20 mL) under argon. Diisopropylethylamine (0.88 mL, 5.06 mmol) was added and the mixture was stirred at ambient temperature for 36 hours. The mixture was then concentrated in vacuo. The resulting residue ... Reaction conditions: time 36 hour. Reaction SMILES: [NH2:1][C:2]1[S:6][C:5]([C:7]2[CH:8]=[N:9][C:10]([N:13]3[CH2:18][CH2:17][O:16][CH2:15][CH2:14]3)=[CH:11][CH:12]=2)=[N:4][C:3]=1[C:19]([OH:21])=O.O[N:23]1C2C=CC=CC=2N=N1.Cl.C(N=C=NCCCN(C)C)C.[Cl-].[NH4+].C(N(C(C)C)CC)(C)C>CN(C)C=O>[NH2:1][C:2]1[S:6][C:5]([C:7]2[CH:8]=[N:9][C:10]([N:13]3[CH2:14][CH2:15][O:16][CH2:17][CH2:18]3)=[CH:11][CH:12]=2)=[N:4][C:3]=1[C:19]([NH2:23])=[O:21] |f:2.3,4.5|. Starting materials: CC(C)(C)c1cc(C(c2ccc(C(F)(F)F)cc2)N2CCCCC2)c(O)c(C(C)(C)C)c1, Cc1ccccc1, O=CO. The product is CC(C)(C)c1cc2c(c(C(C)(C)C)c1)OC(=O)C2c1ccc(C(F)(F)F)cc1. As a reaction SMILES: [C:1]([CH3:2])([CH3:3])([CH3:4])[c:5]1[c:6]([OH:32])[c:7]([CH:15]([c:16]2[cH:17][cH:18][c:19]([C:22]([F:23])([F:24])[F:25])[cH:20][cH:21]2)[N:26]2[CH2:27][CH2:28][CH2:29][CH2:30][CH2:31]2)[cH:8][c:9]([C:11]([CH3:12])([CH3:13])[CH3:14])[cH:10]1.[CH3:36][c:37]1[cH:38][cH:39][cH:40][cH:41][cH:42]1.[CH:33](=[O:34])[OH:35]>>[C:1]([CH3:2])([CH3:3])([CH3:4])[c:5]1[c:6]2[c:7]([cH:8][c:9]([C:11]([CH3:12])([CH3:13])[CH3:14])[cH:10]1)[CH:15]([c:16]1[cH:17][cH:18][c:19]([C:22]([F:23])([F:24])[F:25])[cH:20][cH:21]1)[C:33](=[O:34])[O:32]2. Reactants: ClCCCl, Cc1ccc(F)cc1Cl, [K+], O=[N+]([O-])[O-], O=S(=O)(O)O. Product: Cc1cc([N+](=O)[O-])c(F)cc1Cl. RXN SMILES: [CH2:20]([Cl:21])[CH2:22][Cl:23].[Cl:6][c:7]1[c:8]([CH3:14])[cH:9][cH:10][c:11]([F:13])[cH:12]1.[K+:15].[O-:16][N+:17]([O-:18])=[O:19].[S:1](=[O:2])(=[O:3])([OH:4])[OH:5]>>[Cl:6][c:7]1[c:8]([CH3:14])[cH:9][c:10]([N+:17](=[O:16])[O-:18])[c:11]([F:13])[cH:12]1.